From a dataset of the Open Reaction Database (ORD), a public repository of structured organic reaction records. describe an organic reaction: reactants, conditions, products, and yield Starting materials: [BH4-].[Na+] (sodium borohydride), ClC=1C=C(C=CC1)C(C(C(=O)OCC)CC1=CC=C(C=C1)C(C(C)(C)C)(F)F)=O (ethyl 3-(3-chlorophenyl)-2-[4-(1,1-difluoro-2,2-dimethylpropyl)benzyl]-3-oxopropionate). The reagents and catalysts are [Cl-].[Zn+2].[Cl-] (zinc chloride). The solvent is CCOCC (ether), CCOCC (ether). Conditions: time 2 hour. Product: ClC=1C=C(C=CC1)C(C(C(=O)OCC)CC1=CC=C(C=C1)C(C(C)(C)C)(F)F)O (ethyl (2RS,3RS)-3-(3-chlorophenyl)-3-hydroxy-2-[4-(1,1-difluoro-2,2-dimethylpropyl)benzyl]propionate). Yield: 79.6%. As a reaction SMILES: [BH4-].[Na+].[Cl:3][C:4]1[CH:5]=[C:6]([C:10](=[O:31])[CH:11]([CH2:17][C:18]2[CH:23]=[CH:22][C:21]([C:24]([F:30])([F:29])[C:25]([CH3:28])([CH3:27])[CH3:26])=[CH:20][CH:19]=2)[C:12]([O:14][CH2:15][CH3:16])=[O:13])[CH:7]=[CH:8][CH:9]=1>CCOCC.[Cl-].[Zn+2].[Cl-]>[Cl:3][C:4]1[CH:5]=[C:6]([CH:10]([OH:31])[CH:11]([CH2:17][C:18]2[CH:19]=[CH:20][C:21]([C:24]([F:30])([F:29])[C:25]([CH3:26])([CH3:28])[CH3:27])=[CH:22][CH:23]=2)[C:12]([O:14][CH2:15][CH3:16])=[O:13])[CH:7]=[CH:8][CH:9]=1 |f:0.1,4.5.6|. Procedure: To a suspension (70 ml) of zinc chloride (4.94 g, 36.2 mmol) in ether was added sodium borohydride (2.74 g, 72.4 mmol) at room temperature, and the mixture was stirred as it was for 2 hrs. Insoluble material was filtered off. To the filtrate was added a solution of ethyl 3-(3-chlorophenyl)-2-[4-(1,1-difluoro-2,2-dimethylpropyl)benzyl]-3-oxopropionate (7.59 g, 18.1 mmol) in ether (50 ml), and the mixture was stirred at room temperature for 1 hr. The reaction was quenched with 1N hydrochloric acid... Product: O=C(Nc1ccccc1)Nc1ccc2oc(-c3ccccc3)nc2c1. Reaction SMILES: [Cl:26][CH2:27][Cl:28].[O:17]=[C:18]=[N:19][c:20]1[cH:21][cH:22][cH:23][cH:24][cH:25]1.[c:1]1(-[c:7]2[o:8][c:9]3[c:10]([n:11]2)[cH:12][c:13]([NH2:16])[cH:14][cH:15]3)[cH:2][cH:3][cH:4][cH:5][cH:6]1>>[c:1]1(-[c:7]2[o:8][c:9]3[c:10]([n:11]2)[cH:12][c:13]([NH:16][C:18](=[O:17])[NH:19][c:20]2[cH:21][cH:22][cH:23][cH:24][cH:25]2)[cH:14][cH:15]3)[cH:2][cH:3][cH:4][cH:5][cH:6]1. Starting materials: ClCCl, O=C=Nc1ccccc1, Nc1ccc2oc(-c3ccccc3)nc2c1.